The task is: describe an organic reaction: reactants, conditions, products, and yield. This data is from the Open Reaction Database (ORD), a public repository of structured organic reaction records. The reactants are C(C)OCC (Diethyl ether), NC1CN(C1)C(=O)[C@H]1N(C[C@H](C1)SCC1=CC=C(C=C1)OC)C(=O)OCC1=CC=C(C=C1)[N+](=O)[O-] ((2S, 4S)-2-(3-aminoazetidin-1-ylcarbonyl)-4-(4-methoxybenzylthio)-1-(4-nitrobenzyloxycarbonyl)pyrrolidine), solution, Cl (hydrogen chloride). Solvent: C(C)(=O)OCC (ethyl acetate), C(C)(=O)OCC (ethyl acetate). The product is Cl.NC1CN(C1)C(=O)[C@H]1N(C[C@H](C1)SCC1=CC=C(C=C1)OC)C(=O)OCC1=CC=C(C=C1)[N+](=O)[O-] ((2S, 4S)-2-(3-aminoazetidin-1-ylcarbonyl)-4-(4-methoxybenzylthio)-1-(4-nitrobenzyloxycarbonyl)pyrrolidine hydrochloride). RXN SMILES: [NH2:1][CH:2]1[CH2:5][N:4]([C:6]([C@@H:8]2[CH2:12][C@H:11]([S:13][CH2:14][C:15]3[CH:20]=[CH:19][C:18]([O:21][CH3:22])=[CH:17][CH:16]=3)[CH2:10][N:9]2[C:23]([O:25][CH2:26][C:27]2[CH:32]=[CH:31][C:30]([N+:33]([O-:35])=[O:34])=[CH:29][CH:28]=2)=[O:24])=[O:7])[CH2:3]1.[ClH:36].C(OCC)C>C(OCC)(=O)C>[ClH:36].[NH2:1][CH:2]1[CH2:5][N:4]([C:6]([C@@H:8]2[CH2:12][C@H:11]([S:13][CH2:14][C:15]3[CH:16]=[CH:17][C:18]([O:21][CH3:22])=[CH:19][CH:20]=3)[CH2:10][N:9]2[C:23]([O:25][CH2:26][C:27]2[CH:28]=[CH:29][C:30]([N+:33]([O-:35])=[O:34])=[CH:31][CH:32]=2)=[O:24])=[O:7])[CH2:3]1 |f:4.5|. Reported procedure: 0.78 g of (2S, 4S)-2-(3-aminoazetidin-1-ylcarbonyl)-4-(4-methoxybenzylthio)-1-(4-nitrobenzyloxycarbonyl)pyrrolidine [prepared as described in Preparation 113(a)] was dissolved in 15 ml of ethyl acetate, and 0.78 ml of a 4N solution of hydrogen chloride in ethyl acetate was added to the resulting solution, whilst ice-cooling. Diethyl ether was added to the reaction mixture, and the resulting powder was filtered off and dried, to give 0.79 g of (2S, 4S)-2-(3-aminoazetidin-1-ylcarbonyl)-4-(4-methox... Reactants: COC1=CC=C2C=C(C=C(C2=C1)CCNC(C)=O)O (N-[2-(7-methoxy-3-hydroxynaphth-1-yl)ethyl]acetamide), [OH-].[Na+] (NaOH), B(Br)(Br)Br (boron tribromide), B(Br)(Br)Br (boron tribromide). Run in ClCCl (dichloromethane). Reaction conditions: time 4 hour. The product is OC=1C=C(C2=CC(=CC=C2C1)O)CCNC(C)=O (N-[2-(3,7-DIHYDROXYNAPHTH-1-YL)ETHYL]ACETAMIDE). Reaction SMILES: C[O:2][C:3]1[CH:12]=[C:11]2[C:6]([CH:7]=[C:8]([OH:19])[CH:9]=[C:10]2[CH2:13][CH2:14][NH:15][C:16](=[O:18])[CH3:17])=[CH:5][CH:4]=1.B(Br)(Br)Br.[OH-].[Na+]>ClCCl>[OH:19][C:8]1[CH:9]=[C:10]([CH2:13][CH2:14][NH:15][C:16](=[O:18])[CH3:17])[C:11]2[C:6]([CH:7]=1)=[CH:5][CH:4]=[C:3]([OH:2])[CH:12]=2 |f:2.3|. Procedure details: Dissolve 0.2 g (0.771 mmol) of N-[2-(7-methoxy-3-hydroxynaphth-1-yl)ethyl]acetamide, according to Example 77, in 5 cm3 of anhydrous dichloromethane. Cool in a bath of ice and salt. Add dropwise 0.8 cm3 of 1M boron tribromide. Stir in ice at room temperature for 4 hours. Add a further 0.8 cm3 of 1M boron tribromide in CH2CL2. Allow to stir overnight at room temperature. Bring to pH 8 with 1N NaOH. Extract with CH2Cl2. Dry with MgSO4. Evaporate off the solvent. Recover the product. Extract with me... Reactants: O=S(=O)(Cl)c1ccc(Br)cc1, CC(O)(CO)C(=O)Nc1ccc(C#N)c(C(F)(F)F)c1, ClCCl, c1ccncc1. The product is CC(O)(COS(=O)(=O)c1ccc(Br)cc1)C(=O)Nc1ccc(C#N)c(C(F)(F)F)c1. Reaction SMILES: [Br:21][c:22]1[cH:23][cH:24][c:25]([S:28](=[O:29])(=[O:30])[Cl:31])[cH:26][cH:27]1.[C:1](#[N:2])[c:3]1[c:4]([C:17]([F:18])([F:19])[F:20])[cH:5][c:6]([NH:9][C:10]([C:11]([CH2:12][OH:13])([CH3:14])[OH:15])=[O:16])[cH:7][cH:8]1.[Cl:38][CH2:39][Cl:40].[cH:32]1[cH:33][cH:34][n:35][cH:36][cH:37]1>>[C:1](#[N:2])[c:3]1[c:4]([C:17]([F:18])([F:19])[F:20])[cH:5][c:6]([NH:9][C:10]([C:11]([CH2:12][O:13][S:28]([c:25]2[cH:24][cH:23][c:22]([Br:21])[cH:27][cH:26]2)(=[O:29])=[O:30])([CH3:14])[OH:15])=[O:16])[cH:7][cH:8]1.